Dataset: the Open Reaction Database (ORD), a public repository of structured organic reaction records. Task: describe an organic reaction: reactants, conditions, products, and yield The reactants are N(=O)[O-].[Na+] (sodium nitrite), NC=1C(N(C(N(C1C)C)=O)C)=O (5-Amino-1,3,6-trimethylpyrimidine-2,4(1H,3H)-dione), intermediate, Cl (HCl). The solvent is O (water), ice. Run at time 30 minute. Product: CN1C(N(C(C2=C1C=NN2)=O)C)=O (4,6-Dimethyl-1H-pyrazolo[4,3-d]pyrimidine-5,7(4H,6H)-dione). As a reaction SMILES: [NH2:1][C:2]1[C:3](=[O:12])[N:4]([CH3:11])[C:5](=[O:10])[N:6]([CH3:9])[C:7]=1[CH3:8].Cl.[N:14]([O-])=O.[Na+]>O>[CH3:9][N:6]1[C:7]2[CH:8]=[N:14][NH:1][C:2]=2[C:3](=[O:12])[N:4]([CH3:11])[C:5]1=[O:10] |f:2.3|. Procedure: To a stirred solution of Step 1 intermediate (4.0 g, 23.634 mmol) in a mixture of ice (24 g) and concentrated HCl (5 ml) was added a solution of sodium nitrite (1.42 g, 20.580 mmol) in water (5 ml). The resulting suspension was stirred below 10° C. for 30 min. The solid formed at this stage was removed by filtration and the filtrate was added slowly with continuous stirring to 20% aq. NaOH (20 ml) by maintaining the temperature below 10° C. After addition the basic solution was filtered and neut... Starting materials: CCOC(=O)CC12CCCCC1(Cc1ccc(C#N)cc1)NC(=O)N2c1cc(Cl)cc(Cl)c1, CO, Cl, [Li+], [OH-], O. Yields the product N#Cc1ccc(CC23CCCCC2(CC(=O)O)N(c2cc(Cl)cc(Cl)c2)C(=O)N3)cc1. Reaction SMILES: [CH2:1]([CH3:2])[O:3][C:4]([CH2:5][C:6]12[C:7]([CH2:24][c:25]3[cH:26][cH:27][c:28]([C:31]#[N:32])[cH:29][cH:30]3)([NH:8][C:9](=[O:19])[N:10]1[c:11]1[cH:12][c:13]([Cl:18])[cH:14][c:15]([Cl:17])[cH:16]1)[CH2:20][CH2:21][CH2:22][CH2:23]2)=[O:33].[CH3:37][OH:38].[ClH:36].[Li+:35].[OH-:34].[OH2:39]>>[O:3]=[C:4]([CH2:5][C:6]12[C:7]([CH2:24][c:25]3[cH:26][cH:27][c:28]([C:31]#[N:32])[cH:29][cH:30]3)([NH:8][C:9](=[O:19])[N:10]1[c:11]1[cH:12][c:13]([Cl:18])[cH:14][c:15]([Cl:17])[cH:16]1)[CH2:20][CH2:21][CH2:22][CH2:23]2)[OH:33].